This data is from the Open Reaction Database (ORD), a public repository of structured organic reaction records. The task is: describe an organic reaction: reactants, conditions, products, and yield Reactants: C1(CCCC1)O (cyclopentanol), SC(C(=O)O)C (2-mercaptopropionic acid), C1(=CC=C(C=C1)S(=O)(=O)O)C (paratoluene sulfonic acid). Run in C(C)OCC (diethylether). The product is C1(CCCC1)OC(C(C)S)=O (CYCLOPENTYL-2-MERCAPTOPROPIONATE). As a reaction SMILES: [CH:1]1([OH:6])[CH2:5][CH2:4][CH2:3][CH2:2]1.[SH:7][CH:8]([CH3:12])[C:9](O)=[O:10].C1(C)C=CC(S(O)(=O)=O)=CC=1>C(OCC)C>[CH:1]1([O:6][C:9](=[O:10])[CH:8]([SH:7])[CH3:12])[CH2:5][CH2:4][CH2:3][CH2:2]1. Procedure: Into a 250 ml reaction flask equipped with stirrer, thermometer, reflux condenser and heating mantle are placed 86 grams of cyclopentanol; 25 grams of 2-mercaptopropionic acid; and 1 gram of paratoluene sulfonic acid. The reaction mass is heated to reflux and refluxed for a period of 8 hours. At the end of the 8 hour reflux period, the reaction mass is cooled and admixed with 200 ml diethylether followed by washing with two 100 ml volumes of 10% aqueous sodium carbonate and one 100 ml volume of ... The reactants are C=1C=CC(=CC1)OC=2C(=CC(=CC2S(=O)(=O)N)C(=O)O)N3CCCC3 (piretanide), S(=O)(Cl)Cl (thionyl chloride), CO (methanol). Yields the product NS(=O)(=O)C=1C=C(C(=O)OC)C=C(C1OC1=CC=CC=C1)N1CCCC1 (methyl 3-aminosulfonyl-4-phenoxy-5-(1-pyrrolidinyl)benzoate). RXN SMILES: [CH:1]1[CH:2]=[CH:3][C:4]([O:7][C:8]2[C:9]([N:21]3[CH2:25][CH2:24][CH2:23][CH2:22]3)=[CH:10][C:11]([C:18]([OH:20])=[O:19])=[CH:12][C:13]=2[S:14]([NH2:17])(=[O:16])=[O:15])=[CH:5][CH:6]=1.S(Cl)(Cl)=O.[CH3:30]O>>[NH2:17][S:14]([C:13]1[CH:12]=[C:11]([CH:10]=[C:9]([N:21]2[CH2:22][CH2:23][CH2:24][CH2:25]2)[C:8]=1[O:7][C:4]1[CH:5]=[CH:6][CH:1]=[CH:2][CH:3]=1)[C:18]([O:20][CH3:30])=[O:19])(=[O:16])=[O:15]. Reported procedure: In a similar manner to Example 1, piretanide can be reacted with thionyl chloride and methanol to yield methyl 3-aminosulfonyl-4-phenoxy-5-(1-pyrrolidinyl)benzoate. Reactants: ON1N=NC2=C1C=CC=C2 (1-hydroxy-1H-benzotriazole), CN1CCOCC1 (4-methylmorpholine), Cl.CN(CCCN=C=NCC)C (N′-(3-dimethylaminopropyl)-N-ethylcarbodiimide hydrochloride), NC(C)C=1C(NC(=NN1)CC1=CC=C(C=C1)OC)=O (6-(1-aminoethyl)-3-(4-methoxybenzyl)-1,2,4-triazin-5(4H)-one), C(C)(=O)C(C(=O)OC)CCCCC (methyl 2-acetylheptanoate), C(C)(=O)C(C(=O)O)CCCCC (2-acetylheptanoic acid). Run in ClCCl (dichloromethane). Yields the product C(C)(=O)C(C(=O)NC(C)C=1C(NC(=NN1)CC1=CC=C(C=C1)OC)=O)CCCCC (2-acetyl-N-{1-[3-(4-methoxybenzyl)-5-oxo-4,5-dihydro-1,2,4-triazin-6-yl]ethyl}heptanamide). As a reaction SMILES: [C:1]([CH:4]([CH2:9][CH2:10][CH2:11][CH2:12][CH3:13])[C:5]([O:7]C)=O)(=[O:3])[CH3:2].C(C(CCCCC)C(O)=O)(=O)C.ON1C2C=CC=CC=2N=N1.CN1CCOCC1.Cl.CN(C)CCCN=C=NCC.[NH2:55][CH:56]([C:58]1[C:59](=[O:73])[NH:60][C:61]([CH2:64][C:65]2[CH:70]=[CH:69][C:68]([O:71][CH3:72])=[CH:67][CH:66]=2)=[N:62][N:63]=1)[CH3:57]>ClCCl>[C:1]([CH:4]([CH2:9][CH2:10][CH2:11][CH2:12][CH3:13])[C:5]([NH:55][CH:56]([C:58]1[C:59](=[O:73])[NH:60][C:61]([CH2:64][C:65]2[CH:70]=[CH:69][C:68]([O:71][CH3:72])=[CH:67][CH:66]=2)=[N:62][N:63]=1)[CH3:57])=[O:7])(=[O:3])[CH3:2] |f:4.5|. Procedure: 1.29 g (6.91 mmol) of methyl 2-acetylheptanoate (Example 16A) are hydrolysed to 2-acetylheptanoic acid according to Example 17A. The acid in 20 ml of dichloromethane is reacted analogously to Example 23A with 903 mg (6.90 mmol) of 1-hydroxy-1H-benzotriazole, 2.02 g (20 mmol) of 4-methylmorpholine, 1.32 g (6.90 mmol) of N′-(3-dimethylaminopropyl)-N-ethylcarbodiimide hydrochloride and 890 mg (3.4 mmol) of 6-(1-aminoethyl)-3-(4-methoxybenzyl)-1,2,4-triazin-5(4H)-one (Example 10A) to give 2-acetyl-N... Reactants: CO, CC(C)(C)S(=O)NC(C(F)F)C1CC1, Cl, C1COCCO1. Yields the product [NH3+]C(C(F)F)C1CC1, [Cl-]. RXN SMILES: [CH3:22][OH:23].[CH:1]1([CH:4]([CH:5]([F:6])[F:7])[NH:8][S:9]([C:10]([CH3:11])([CH3:12])[CH3:13])=[O:14])[CH2:2][CH2:3]1.[ClH:15].[O:16]1[CH2:17][CH2:18][O:19][CH2:20][CH2:21]1>>[CH:1]1([CH:4]([CH:5]([F:6])[F:7])[NH3+:8])[CH2:2][CH2:3]1.[Cl-:15].